This data is from the Open Reaction Database (ORD), a public repository of structured organic reaction records. The task is: describe an organic reaction: reactants, conditions, products, and yield The reactants are BrN1C(CCC1=O)=O (N-Bromosuccinimide), FC1=CC=C(C=2CCOC21)CCCNC(C)=O (N-[3-(7-fluoro-2,3-dihydro-benzofuran-4-yl)-propyl]-acetamide). Solvent: C(C)(=O)O (acetic acid). Conditions: time 48 hour. Yields the product BrC=1C=C(C2=C(CCO2)C1CCCNC(C)=O)F (N-[3-(5-Bromo-7-fluoro-2,3-dihydro-benzofuran-4-yl)-propyl]-acetamide), solid. Reaction SMILES: [Br:1]N1C(=O)CCC1=O.[F:9][C:10]1[C:18]2[O:17][CH2:16][CH2:15][C:14]=2[C:13]([CH2:19][CH2:20][CH2:21][NH:22][C:23](=[O:25])[CH3:24])=[CH:12][CH:11]=1>C(O)(=O)C>[Br:1][C:12]1[CH:11]=[C:10]([F:9])[C:18]2[O:17][CH2:16][CH2:15][C:14]=2[C:13]=1[CH2:19][CH2:20][CH2:21][NH:22][C:23](=[O:25])[CH3:24]. Reported procedure: N-Bromosuccinimide (569 mg) was added to a solution of N-[3-(7-fluoro-2,3-dihydro-benzofuran-4-yl)-propyl]-acetamide (690 mg) in glacial acetic acid (15 ml) at room temperature under nitrogen and the mixture stirred for 48 h. The solution was evaporated and the residue partitioned between sodium carbonate (2N; 20 ml) and ethyl acetate (20 ml). The combined organic extracts were washed with brine (25 ml) and dried (MgSO4). The solvent was evaporated and the residue purified by column chromatograp... Starting materials: CN(C(=O)Cl)C (dimethylcarbamoylchloride), NC=1C=C(C=CC1)C1=NC(=NO1)CCCC (5-(3-aminophenyl)-3-butyl-1,2,4-oxadiazole), ice water. Run in N1=CC=CC=C1 (pyridine). Conditions: time 8 hour. The product is C(CCC)C1=NOC(=N1)C1=CC(=CC=C1)NC(=O)N(C)C (3-butyl-5-[3-(3,3-dimethylureido)-phenyl]-1,2,4-oxadiazole). RXN SMILES: [NH2:1][C:2]1[CH:3]=[C:4]([C:8]2[O:12][N:11]=[C:10]([CH2:13][CH2:14][CH2:15][CH3:16])[N:9]=2)[CH:5]=[CH:6][CH:7]=1.[CH3:17][N:18]([CH3:22])[C:19](Cl)=[O:20]>N1C=CC=CC=1>[CH2:13]([C:10]1[N:9]=[C:8]([C:4]2[CH:5]=[CH:6][CH:7]=[C:2]([NH:1][C:19]([N:18]([CH3:22])[CH3:17])=[O:20])[CH:3]=2)[O:12][N:11]=1)[CH2:14][CH2:15][CH3:16]. Procedure: 8.0 g (0.037 mol) of 5-(3-aminophenyl)-3-butyl-1,2,4-oxadiazole were dissolved in 15 ml pyridine and were reacted with 3.4 ml (0.037 mol) of dimethylcarbamoylchloride. The reaction was complete after stirring for 8 hours at room temperature. The mass was then reacted with about 100 ml ice water resulting in precipitation of the reaction product. The reaction produce was removed by suction, subjected to drying at 50° C. in a vacuum and recrystallized from diisopropylether. There were obtained 8.3... Reactants: Cl (hydrochloric acid), N12CCCCCC2=NCCC1 (1,8-diazabicyclo[5.4.0]undec-7-ene), FC1=CC=C(C=C1)I (4-fluoro-1-iodobenzene), C(C#C)O (propargyl alcohol). Reagents/catalysts: [Cu]I (copper(I) iodide), C=1C=CC(=CC1)[P](C=2C=CC=CC2)(C=3C=CC=CC3)[Pd]([P](C=4C=CC=CC4)(C=5C=CC=CC5)C=6C=CC=CC6)([P](C=7C=CC=CC7)(C=8C=CC=CC8)C=9C=CC=CC9)[P](C=1C=CC=CC1)(C=1C=CC=CC1)C=1C=CC=CC1 (tetrakis(triphenylphosphine)palladium). Run in O1CCCC1 (tetrahydrofuran), [Cl-].[Na+].O (brine). Run at time 8 hour. The product is FC1=CC=C(C=C1)C#CCO (3-(4-fluorophenyl)prop-2-yn-1-ol). Reaction SMILES: [F:1][C:2]1[CH:7]=[CH:6][C:5](I)=[CH:4][CH:3]=1.N12CCCN=C1CCCCC2.[CH2:20]([OH:23])[C:21]#[CH:22].Cl>O1CCCC1.[Cl-].[Na+].O.[Cu]I.C1C=CC([P]([Pd]([P](C2C=CC=CC=2)(C2C=CC=CC=2)C2C=CC=CC=2)([P](C2C=CC=CC=2)(C2C=CC=CC=2)C2C=CC=CC=2)[P](C2C=CC=CC=2)(C2C=CC=CC=2)C2C=CC=CC=2)(C2C=CC=CC=2)C2C=CC=CC=2)=CC=1>[F:1][C:2]1[CH:7]=[CH:6][C:5]([C:22]#[C:21][CH2:20][OH:23])=[CH:4][CH:3]=1 |f:5.6.7,^1:38,40,59,78|. Procedure details: A solution of 4-fluoro-1-iodobenzene (11.0 g, 50.0 mmol) in anhydrous tetrahydrofuran (90 mL) was degassed and copper(I) iodide (0.29 g, 1.5 mmol), tetrakis(triphenylphosphine)palladium (1.75 g, 1.5 mmol) and 1,8-diazabicyclo[5.4.0]undec-7-ene (9.25 g, 60.0 mmol) were added. The reaction solution was degassed again and propargyl alcohol (3.5 mL, 60.0 mmol) was added dropwise under inert atmosphere at ambient temperature. The obtained yellow suspension was stirred at ambient temperature overnight... Yields the product COc1ccccc1Oc1c(NS(=O)(=O)c2ccc(C)cn2)nc(-c2ccnc(C(=O)O)c2)nc1OC. Reactants: C1CCOC1, C1CCOC1, COc1ccccc1Oc1c(NS(=O)(=O)c2ccc(C)cn2)nc(-c2ccnc(C(N)=O)c2)nc1OC, Cl, C1COCCO1. Reaction SMILES: [CH2:39]1[CH2:42][CH2:41][CH2:40][O:43]1.[CH2:44]1[O:45][CH2:46][CH2:47][CH2:48]1.[CH3:1][O:2][c:3]1[n:4][c:5](-[c:29]2[cH:30][c:31]([C:35](=[O:36])[NH2:37])[n:32][cH:33][cH:34]2)[n:6][c:7]([NH:18][S:19](=[O:20])(=[O:21])[c:22]2[n:23][cH:24][c:25]([CH3:28])[cH:26][cH:27]2)[c:8]1[O:9][c:10]1[c:11]([O:16][CH3:17])[cH:12][cH:13][cH:14][cH:15]1.[ClH:38].[O:49]1[CH2:50][CH2:51][O:52][CH2:53][CH2:54]1>>[CH3:1][O:2][c:3]1[n:4][c:5](-[c:29]2[cH:30][c:31]([C:35](=[O:36])[OH:43])[n:32][cH:33][cH:34]2)[n:6][c:7]([NH:18][S:19](=[O:20])(=[O:21])[c:22]2[n:23][cH:24][c:25]([CH3:28])[cH:26][cH:27]2)[c:8]1[O:9][c:10]1[c:11]([O:16][CH3:17])[cH:12][cH:13][cH:14][cH:15]1. The reactants are ClC1=C(OC=2C=CC(=C(C=O)C2)[N+](=O)[O-])C(=CC(=C1)C(F)(F)F)Cl (5-(2,6-dichloro-4-trifluoromethylphenoxy)-2-nitro-benzaldehyde), C(#N)CC(=O)OCC (ethyl cyanoacetate), C(C)(=O)O (acetic acid), N1CCCCC1 (piperidine). The solvent is C1(=CC=CC=C1)C (toluene), C1(=CC=CC=C1)C (toluene). The product is C(#N)C(C(=O)OCC)=CC1=C(C=CC(=C1)OC1=C(C=C(C=C1Cl)C(F)(F)F)Cl)[N+](=O)[O-] (ethyl 2-cyano-3-(5-(2,6-dichloro-4-trifluoromethylphenoxy)-2-nitro-phenyl)-propenoate). The yield is 52.6%. Reaction SMILES: [Cl:1][C:2]1[CH:19]=[C:18]([C:20]([F:23])([F:22])[F:21])[CH:17]=[C:16]([Cl:24])[C:3]=1[O:4][C:5]1[CH:6]=[CH:7][C:8]([N+:13]([O-:15])=[O:14])=[C:9]([CH:12]=1)[CH:10]=O.[C:25]([CH2:27][C:28]([O:30][CH2:31][CH3:32])=[O:29])#[N:26].C(O)(=O)C.N1CCCCC1>C1(C)C=CC=CC=1>[C:25]([C:27](=[CH:10][C:9]1[CH:12]=[C:5]([O:4][C:3]2[C:2]([Cl:1])=[CH:19][C:18]([C:20]([F:23])([F:21])[F:22])=[CH:17][C:16]=2[Cl:24])[CH:6]=[CH:7][C:8]=1[N+:13]([O-:15])=[O:14])[C:28]([O:30][CH2:31][CH3:32])=[O:29])#[N:26]. Procedure: 19 g of 5-(2,6-dichloro-4-trifluoromethylphenoxy)-2-nitro-benzaldehyde, 5.7 g of ethyl cyanoacetate, 0.6 g of acetic acid, 0.3 g of piperidine and 120 ml of toluene were mixed and heated to the boil for 6 hours under a water separator. 200 ml of toluene was then added and the organic phase was washed with water. The solvent was distilled from the organic phase and the residue was caused to crystallise by digestion with methanol. 12.5 g (53% of theory) of ethyl 2-cyano-3-(5-(2,6-dichloro-4-triflu... The reactants are N(=[N+]=[N-])C[C@@H](C(=O)OCC)NC(C1=CC=CC=C1)=O (ethyl 3-azido-2(S)-(benzoylamino)propionate). Reagents/catalysts: [Pd] (Pd—C). The solvent is C(C)O (ethanol). Run at time 2 hour. Product: NC[C@@H](C(=O)OCC)NC(C1=CC=CC=C1)=O (ethyl 3-amino-2(S)-(benzoylamino)propionate). Yield: 79.3%. As a reaction SMILES: [N:1]([CH2:4][C@H:5]([NH:11][C:12](=[O:19])[C:13]1[CH:18]=[CH:17][CH:16]=[CH:15][CH:14]=1)[C:6]([O:8][CH2:9][CH3:10])=[O:7])=[N+]=[N-]>C(O)C.[Pd]>[NH2:1][CH2:4][C@H:5]([NH:11][C:12](=[O:19])[C:13]1[CH:18]=[CH:17][CH:16]=[CH:15][CH:14]=1)[C:6]([O:8][CH2:9][CH3:10])=[O:7]. Reported procedure: A mixture of ethyl 3-azido-2(S)-(benzoylamino)propionate (0.35 g) and 10% Pd—C (0.07 g) in ethanol (4 ml) was hydrogenated at an atmospheric pressure for 2 hours. After the catalyst was removed by filtration, the filtrate was concentrated in vacuo to give ethyl 3-amino-2(S)-(benzoylamino)propionate (0.25 g). Reactants: CC(C)(C)O, CC=C(C)C, CC(NC(=O)OC(C)(C)C)c1ncc(C=O)s1, [O-][Cl+][O-], [Na+], [Na+], O, O, O, O=P([O-])(O)O. The product is CC(NC(=O)OC(C)(C)C)c1ncc(C(=O)O)s1. As a reaction SMILES: [C:35]([OH:36])([CH3:37])([CH3:38])[CH3:39].[CH3:26][C:27](=[CH:28][CH3:29])[CH3:30].[CH:1](=[O:2])[c:3]1[cH:4][n:5][c:6]([CH:8]([CH3:9])[NH:10][C:11]([O:12][C:13]([CH3:14])([CH3:15])[CH3:16])=[O:17])[s:7]1.[Cl+:31]([O-:32])[O-:33].[Na+:25].[Na+:34].[OH2:18].[OH2:19].[OH2:40].[P:20](=[O:21])([O-:22])([OH:23])[OH:24]>>[C:1](=[O:2])([c:3]1[cH:4][n:5][c:6]([CH:8]([CH3:9])[NH:10][C:11]([O:12][C:13]([CH3:14])([CH3:15])[CH3:16])=[O:17])[s:7]1)[OH:21].